From a dataset of the Open Reaction Database (ORD), a public repository of structured organic reaction records. describe an organic reaction: reactants, conditions, products, and yield Yields the product Cl.NC(C1=CC=C(OCCCN2C(C(N(CC2)CCC(=O)OC)=O)=O)C=C1)=N (methyl 3-[4-(3-{4-[amino(imino)methyl]phenoxy}propyl)-2,3-dioxo-1-piperazinyl]propanoate hydrochloride). Reaction conditions: time 2 hour. Reaction SMILES: C(OC([NH:11][C:12](=[NH:37])[C:13]1[CH:36]=[CH:35][C:16]([O:17][CH2:18][CH2:19][CH2:20][N:21]2[CH2:26][CH2:25][N:24]([CH2:27][CH2:28][C:29]([O:31][CH3:32])=[O:30])[C:23](=[O:33])[C:22]2=[O:34])=[CH:15][CH:14]=1)=O)C1C=CC=CC=1.[ClH:38]>CN(C)C=O.[C].[Pd]>[ClH:38].[NH2:37][C:12](=[NH:11])[C:13]1[CH:14]=[CH:15][C:16]([O:17][CH2:18][CH2:19][CH2:20][N:21]2[CH2:26][CH2:25][N:24]([CH2:27][CH2:28][C:29]([O:31][CH3:32])=[O:30])[C:23](=[O:33])[C:22]2=[O:34])=[CH:35][CH:36]=1 |f:3.4,5.6|. Reagents/catalysts: [C].[Pd] (palladium-carbon). Solvent: CN(C=O)C (N,N-dimethylformamide), CN(C=O)C (N,N-dimethylformamide). Reported procedure: 1.74 g of methyl 3-[4-(3-{4-[{[(benzyloxy)carbonyl]amino}(imino)methyl]phenoxy}propyl)-2,3-dioxo-1-piperazinyl]propanoate was dissolved in 10 ml of N,N-dimethylformamide. Thereafter, 0.52 g of 5% palladium-carbon suspended in 7.4 ml of N,N-dimethylformamide and 0.85 ml of 6 mol/L hydrochloric acid were added to the solution, followed by stirring under a hydrogen atmosphere at room temperature under atmospheric pressure for 2 hours. After completion of the reaction, the catalyst was removed by fi... The reactants are C(C1=CC=CC=C1)OC(=O)NC(C1=CC=C(OCCCN2C(C(N(CC2)CCC(=O)OC)=O)=O)C=C1)=N (methyl 3-[4-(3-{4-[{[(benzyloxy)carbonyl]amino}(imino)methyl]phenoxy}propyl)-2,3-dioxo-1-piperazinyl]propanoate), Cl (hydrochloric acid).